This data is from the Open Reaction Database (ORD), a public repository of structured organic reaction records. The task is: describe an organic reaction: reactants, conditions, products, and yield The reactants are 6h, ClC1=NC(=C2N=CN(C2=N1)[C@H]1[C@H](O)[C@H](O)[C@H](O1)C(=O)NCC)NCC(C1=CC=CC=C1)C1=CC=CC=C1 (1-[2-chloro6-[(2,2-diphenylethyl)amino]-9H-purin-9-yl]-1-deoxy-N-ethyl-β-D-ribofuranuronamide), NC1=C(C=CC=C1)O (2-aminophenol), N12CCCCCC2=NCCC1 (1,8-diazabicyclo[5.4.0]undec-7-ene). Solvent: CS(=O)C (dimethylsulphoxide). Run at time 8 hour. The product is C1(=CC=CC=C1)C(CNC1=C2N=CN(C2=NC(=N1)NC1=C(C=CC=C1)O)[C@H]1[C@H](O)[C@H](O)[C@H](O1)C(=O)NCC)C1=CC=CC=C1 (1-Deoxy-1-[6-[(2,2-diphenylethyl)amino]-2-[(2-hydroxyphenyl)amino]-9H-purin-9-yl]-N-ethyl-β-D-ribofuranuronamide). Isolated yield 8.0%. Reaction SMILES: Cl[C:2]1[N:10]=[C:9]2[C:5]([N:6]=[CH:7][N:8]2[C@@H:11]2[O:17][C@H:16]([C:18]([NH:20][CH2:21][CH3:22])=[O:19])[C@@H:14]([OH:15])[C@H:12]2[OH:13])=[C:4]([NH:23][CH2:24][CH:25]([C:32]2[CH:37]=[CH:36][CH:35]=[CH:34][CH:33]=2)[C:26]2[CH:31]=[CH:30][CH:29]=[CH:28][CH:27]=2)[N:3]=1.[NH2:38][C:39]1[CH:44]=[CH:43][CH:42]=[CH:41][C:40]=1[OH:45].N12CCCN=C1CCCCC2>CS(C)=O>[C:26]1([CH:25]([C:32]2[CH:37]=[CH:36][CH:35]=[CH:34][CH:33]=2)[CH2:24][NH:23][C:4]2[N:3]=[C:2]([NH:38][C:39]3[CH:44]=[CH:43][CH:42]=[CH:41][C:40]=3[OH:45])[N:10]=[C:9]3[C:5]=2[N:6]=[CH:7][N:8]3[C@@H:11]2[O:17][C@H:16]([C:18]([NH:20][CH2:21][CH3:22])=[O:19])[C@@H:14]([OH:15])[C@H:12]2[OH:13])[CH:31]=[CH:30][CH:29]=[CH:28][CH:27]=1. Procedure details: A mixture of 1-[2-chloro6-[(2,2-diphenylethyl)amino]-9H-purin-9-yl]-1-deoxy-N-ethyl-β-D-ribofuranuronamide (0.20 g, 0.38 mmol), 2-aminophenol (0.20 g, 1.83 mmol), 1,8-diazabicyclo[5.4.0]undec-7-ene (0.052 ml, DBU) and dimethylsulphoxide (1 ml) was stirred and heated at 140° C. under nitrogen for 6h, and then left at 21° C. overnight. The mixture was partitioned between ethyl acetate (200 ml) and water (40 ml). The aqueous layer was extracted with more ethyl acetate (50 ml) and the total organic ... Reactants: [BH3-]C#N.[Na+] (NaBH3CN), N[C@H]1[C@@H](CN(C1)CC1=CC=CC=C1)N(S(=O)(=O)C1=CC=C(C=C1)[N+](=O)[O-])C (N-[(3R,4R)-4-amino-1-benzylpyrrolidin-3-yl]-N-methyl-4-nitrobenzenesulfonamide), C(=O)([O-])[O-].[K+].[K+] (K2CO3), C(=O)(OC(C)(C)C)N(CC=O)N (Boc-amino glycinal). Reagents/catalysts: [Cl-].[Cl-].[Zn+2] (ZnCl2). Solvent: CO (MeOH), CO (MeOH). Conditions: time 0.5 hour. Yields the product C(C1=CC=CC=C1)N1C[C@H]([C@@H](C1)N(S(=O)(=O)C1=CC=C(C=C1)[N+](=O)[O-])CCC(C)C)NCCNC(OC(C)(C)C)=O (tert-Butyl (2-{[(3R,4R)-1-benzyl-4-{(3-methylbutyl)[(4-nitrophenyl)sulfonyl]amino}pyrrolidin-3-yl]amino}ethyl)carbamate). As a reaction SMILES: [NH2:1][C@@H:2]1[CH2:6][N:5]([CH2:7][C:8]2[CH:13]=[CH:12][CH:11]=[CH:10][CH:9]=2)[CH2:4][C@H:3]1[N:14]([CH3:27])[S:15]([C:18]1[CH:23]=[CH:22][C:21]([N+:24]([O-:26])=[O:25])=[CH:20][CH:19]=1)(=[O:17])=[O:16].C([O-])([O-])=O.[K+].[K+].[C:34]([N:41](N)[CH2:42][CH:43]=O)([O:36][C:37]([CH3:40])([CH3:39])[CH3:38])=[O:35].[BH3-]C#N.[Na+]>CO.[Cl-].[Cl-].[Zn+2]>[CH2:7]([N:5]1[CH2:4][C@@H:3]([N:14]([CH2:27][CH2:7][CH:8]([CH3:13])[CH3:9])[S:15]([C:18]2[CH:23]=[CH:22][C:21]([N+:24]([O-:26])=[O:25])=[CH:20][CH:19]=2)(=[O:16])=[O:17])[C@H:2]([NH:1][CH2:43][CH2:42][NH:41][C:34](=[O:35])[O:36][C:37]([CH3:40])([CH3:39])[CH3:38])[CH2:6]1)[C:8]1[CH:13]=[CH:12][CH:11]=[CH:10][CH:9]=1 |f:1.2.3,5.6,8.9.10|. Procedure details: To a solution of N-[(3R,4R)-4-amino-1-benzylpyrrolidin-3-yl]-N-methyl-4-nitrobenzenesulfonamide (692 mg, 1.5 mmol) in MeOH was added K2CO3 (405 mg, 3 mmol) and the mixture was stirred for 0.5 hour at room temperature. To this mixture, Boc-amino glycinal (1.8 mmol) was added following by addition of a solution of NaBH3CN (111 mg, 1.8 mmol) and ZnCl2 (0.6 eq) in MeOH at room temperature. The reaction mixture was stirred at room temperature overnight, quenched with 1N aqueous NaOH, extracted with C... Starting materials: Cc1ccc2c(ncn2Cc2ccncc2)c1N, O=C=Nc1ccc(Cl)c(C(F)(F)F)c1, ClCCl. Product: Cc1ccc2c(ncn2Cc2ccncc2)c1NC(=O)Nc1ccc(Cl)c(C(F)(F)F)c1. RXN SMILES: [CH3:1][c:2]1[c:3]([NH2:18])[c:4]2[c:5]([n:6]([CH2:9][c:10]3[cH:11][cH:12][n:13][cH:14][cH:15]3)[cH:7][n:8]2)[cH:16][cH:17]1.[Cl:19][c:20]1[c:21]([C:29]([F:30])([F:31])[F:32])[cH:22][c:23]([N:26]=[C:27]=[O:28])[cH:24][cH:25]1.[Cl:33][CH2:34][Cl:35]>>[CH3:1][c:2]1[c:3]([NH:18][C:27]([NH:26][c:23]2[cH:22][c:21]([C:29]([F:30])([F:31])[F:32])[c:20]([Cl:19])[cH:25][cH:24]2)=[O:28])[c:4]2[c:5]([n:6]([CH2:9][c:10]3[cH:11][cH:12][n:13][cH:14][cH:15]3)[cH:7][n:8]2)[cH:16][cH:17]1. Starting materials: CC1(C)CC(C(=O)O)CC(C)(C)N1, C=CCNCC=C, ClCCl, [Na+], [OH-], O, O=S(Cl)Cl. Yields the product C=CCN(CC=C)C(=O)C1CC(C)(C)NC(C)(C)C1. Reaction SMILES: [C:1](=[O:2])([OH:3])[CH:4]1[CH2:5][C:6]([CH3:12])([CH3:13])[NH:7][C:8]([CH3:10])([CH3:11])[CH2:9]1.[CH2:18]([CH:19]=[CH2:20])[NH:21][CH2:22][CH:23]=[CH2:24].[Cl:27][CH2:28][Cl:29].[Na+:26].[OH-:25].[OH2:30].[S:14]([Cl:15])([Cl:16])=[O:17]>>[C:1](=[O:3])([CH:4]1[CH2:5][C:6]([CH3:12])([CH3:13])[NH:7][C:8]([CH3:10])([CH3:11])[CH2:9]1)[N:21]([CH2:18][CH:19]=[CH2:20])[CH2:22][CH:23]=[CH2:24]. Reactants: OC1=C(CC2=CC=C(C=C2)CC#N)C=CC=C1 (4-(2-hydroxybenzyl)-phenylacetonitrile), C(C)(=O)O[C@H]1[C@H](OC2=C(C=CC=C2)C(C2=CC=C(C=C2)C#N)C)O[C@@H]([C@H]([C@@H]1OC(C)=O)OC(C)=O)COC(C)=O (2-(4-cyano-methylbenzyl)phenyl 2,3,4,6-tetra-O-acetyl-β-D-glucopyranoside). Yields the product C(C)(=O)O[C@H]1[C@H](OC2=C(C=CC=C2)CC2=CC=C(C=C2)CC#N)O[C@@H]([C@H]([C@@H]1OC(C)=O)OC(C)=O)COC(C)=O (2-(4-Cyanomethylbenzyl)phenyl 2,3,4,6-tetra-O-acetyl-β-D-glucopyranoside), O([C@H]1[C@H](O)[C@@H](O)[C@H](O)[C@H](O1)CO)C1=C(C=CC=C1)CC1=CC=C(C=C1)CC#N (2-(4-Cyanomethylbenzyl)phenyl β-D-glucopyranoside). As a reaction SMILES: [OH:1][C:2]1[CH:17]=[CH:16][CH:15]=[CH:14][C:3]=1[CH2:4][C:5]1[CH:10]=[CH:9][C:8]([CH2:11][C:12]#[N:13])=[CH:7][CH:6]=1.[C:18]([O:21][C@@H:22]1[C@@H:44]([O:45][C:46](=[O:48])[CH3:47])[C@H:43]([O:49][C:50](=[O:52])[CH3:51])[C@@H:42]([CH2:53][O:54][C:55](=[O:57])[CH3:56])[O:41][C@H:23]1OC1C=CC=CC=1C(C)C1C=CC(C#N)=CC=1)(=[O:20])[CH3:19]>>[C:18]([O:21][C@@H:22]1[C@@H:44]([O:45][C:46](=[O:48])[CH3:47])[C@H:43]([O:49][C:50](=[O:52])[CH3:51])[C@@H:42]([CH2:53][O:54][C:55](=[O:57])[CH3:56])[O:41][C@H:23]1[O:1][C:2]1[CH:17]=[CH:16][CH:15]=[CH:14][C:3]=1[CH2:4][C:5]1[CH:10]=[CH:9][C:8]([CH2:11][C:12]#[N:13])=[CH:7][CH:6]=1)(=[O:20])[CH3:19].[O:1]([C:2]1[CH:17]=[CH:16][CH:15]=[CH:14][C:3]=1[CH2:4][C:5]1[CH:10]=[CH:9][C:8]([CH2:11][C:12]#[N:13])=[CH:7][CH:6]=1)[C@@H:23]1[O:41][C@H:42]([CH2:53][OH:54])[C@@H:43]([OH:49])[C@H:44]([OH:45])[C@H:22]1[OH:21]. Procedure: 2-(4-Cyanomethylbenzyl)phenyl 2,3,4,6-tetra-O-acetyl-β-D-glucopyranoside was prepared in a similar manner to that described in Reference Example 8 using 4-(2-hydroxybenzyl)-phenylacetonitrile instead of methyl 4-(2-hydroxybenzyl)-benzoate. Then the title compound was prepared in a similar manner to that described in Example 2 using 2-(4-cyano-methylbenzyl)phenyl 2,3,4,6-tetra-O-acetyl-β-D-glucopyranoside instead of 2-(4-methoxycarbonylbenzyl)phenyl 2,3,4,6-tetra-O-acetyl-β-D-glucopyranoside. Starting materials: O=C([O-])[O-], C=CC(C)=O, COCCOC, CCOC(C)=O, O=CC(c1ccccc1F)c1ccccc1F, [K+], [K+], O. Yields the product CC(=O)CCC(C=O)(c1ccccc1F)c1ccccc1F. RXN SMILES: [C:1](=[O:2])([O-:3])[O-:4].[CH3:24][C:25]([CH:26]=[CH2:27])=[O:28].[CH3:29][O:30][CH2:31][CH2:32][O:33][CH3:34].[CH3:35][CH2:36][O:37][C:38](=[O:39])[CH3:40].[F:7][c:8]1[c:9]([CH:14]([CH:15]=[O:16])[c:17]2[c:18]([F:23])[cH:19][cH:20][cH:21][cH:22]2)[cH:10][cH:11][cH:12][cH:13]1.[K+:5].[K+:6].[OH2:41]>>[F:7][c:8]1[c:9]([C:14]([CH:15]=[O:16])([c:17]2[c:18]([F:23])[cH:19][cH:20][cH:21][cH:22]2)[CH2:27][CH2:26][C:25]([CH3:24])=[O:28])[cH:10][cH:11][cH:12][cH:13]1. Starting materials: C(CCC)[Li] (n-butyllithium), N1=CC=C(C=C1)C (γ-picoline), CC1CN1C(=O)C2=CC=CC=C2Cl (N-(2-chlorobenzoyl)propyleneimine), C(C)(C)NC(C)C (diisopropylamine). Run in CCCCCC (hexane), O1CCCC1 (tetrahydrofuran), O1CCCC1 (tetrahydrofuran), O (Water), O1CCCC1 (tetrahydrofuran). Run at time 10 minute. Yields the product ClC1=C(C=CC=C1)C(CC1=CC=NC=C1)=O (1-(2-Chlorophenyl)-2-(4-pyridyl)ethanone). The yield is 69.2%. Reaction SMILES: C(NC(C)C)(C)C.C([Li])CCC.[N:13]1[CH:18]=[CH:17][C:16]([CH3:19])=[CH:15][CH:14]=1.CC1N([C:24]([C:26]2[C:31]([Cl:32])=[CH:30][CH:29]=[CH:28][CH:27]=2)=[O:25])C1>O1CCCC1.CCCCCC.O>[Cl:32][C:31]1[CH:30]=[CH:29][CH:28]=[CH:27][C:26]=1[C:24](=[O:25])[CH2:19][C:16]1[CH:17]=[CH:18][N:13]=[CH:14][CH:15]=1. Procedure details: To a stirred solution of diisopropylamine (15.4 mL) in dry tetrahydrofuran (100 mL) cooled at −50° C., was added a solution of 1.6 M n-butyllithium in hexane (69 mL) dropwise. After addition, the resulting mixture was stirred for 10 min at the same temperature, followed by the addition of a solution of γ-picoline (20 g) in dry tetrahydrofuran (10 mL) at −30° C. After an additional 1 h stirring, a solution of N-(2-chlorobenzoyl)propyleneimine (20 g) in dry tetrahydrofuran (10 mL) was added dropwi...